describe an organic reaction: reactants, conditions, products, and yield From a dataset of the Open Reaction Database (ORD), a public repository of structured organic reaction records. The reactants are COC(=O)COc1ccc(SCc2cccc(OCc3ccc(Cl)c(C(F)(F)F)c3)c2)c2c1CCC2, OCc1cccc(OCc2ccc(Cl)c(C(F)(F)F)c2)c1. Product: O=C(O)COc1ccc(SCc2cccc(OCc3ccc(Cl)c(C(F)(F)F)c3)c2)c2c1CCC2. Reaction SMILES: [CH3:22][O:23][C:24]([CH2:25][O:26][c:27]1[c:28]2[c:32]([c:33]([S:36][CH2:37][c:38]3[cH:39][c:40]([O:44][CH2:45][c:46]4[cH:47][c:48]([C:53]([F:54])([F:55])[F:56])[c:49]([Cl:52])[cH:50][cH:51]4)[cH:41][cH:42][cH:43]3)[cH:34][cH:35]1)[CH2:31][CH2:30][CH2:29]2)=[O:57].[Cl:1][c:2]1[cH:3][cH:4][c:5]([CH2:6][O:7][c:8]2[cH:9][c:10]([CH2:11][OH:12])[cH:13][cH:14][cH:15]2)[cH:16][c:17]1[C:18]([F:19])([F:20])[F:21]>>[O:23]=[C:24]([CH2:25][O:26][c:27]1[c:28]2[c:32]([c:33]([S:36][CH2:37][c:38]3[cH:39][c:40]([O:44][CH2:45][c:46]4[cH:47][c:48]([C:53]([F:54])([F:55])[F:56])[c:49]([Cl:52])[cH:50][cH:51]4)[cH:41][cH:42][cH:43]3)[cH:34][cH:35]1)[CH2:31][CH2:30][CH2:29]2)[OH:57].